Dataset: the Open Reaction Database (ORD), a public repository of structured organic reaction records. Task: describe an organic reaction: reactants, conditions, products, and yield Starting materials: CC(C)CN, CCO, [H][H], O=Cc1ccc(Oc2ccccc2)cc1. Product: CC(C)CNCc1ccc(Oc2ccccc2)cc1. As a reaction SMILES: [CH2:16]([CH:17]([CH3:18])[CH3:19])[NH2:20].[CH3:23][CH2:24][OH:25].[H:21][H:22].[O:1]([c:2]1[cH:3][cH:4][cH:5][cH:6][cH:7]1)[c:8]1[cH:9][cH:10][c:11]([CH:12]=[O:13])[cH:14][cH:15]1>>[O:1]([c:2]1[cH:3][cH:4][cH:5][cH:6][cH:7]1)[c:8]1[cH:9][cH:10][c:11]([CH2:12][NH:20][CH2:16][CH:17]([CH3:18])[CH3:19])[cH:14][cH:15]1. Reactants: ClC1=C(C(=C(C=C1)Cl)[N+](=O)[O-])O (2,5-dichloro-6-nitrophenol). Reagents/catalysts: [Pt] (Platinum on charcoal). Run in C(C)O (ethanol), C(C)(=O)O (acetic acid). The product is NC1=C(C(=CC=C1Cl)Cl)O (2-amino-3,6-dichlorophenol). The yield is 99.7%. RXN SMILES: [Cl:1][C:2]1[CH:7]=[CH:6][C:5]([Cl:8])=[C:4]([N+:9]([O-])=O)[C:3]=1[OH:12]>C(O)C.C(O)(=O)C.[Pt]>[NH2:9][C:4]1[C:5]([Cl:8])=[CH:6][CH:7]=[C:2]([Cl:1])[C:3]=1[OH:12]. Procedure: A yellow solution of 2,5-dichloro-6-nitrophenol (10.0 g, 48.0 mmol) in ethanol (200 mL) and acetic acid (13.8 mL) at 0° C. was catalytically reduced in the presence of 5% Platinum on charcoal (0.15 g) under an atmosphere of hydrogen (25 psi) for 1 hour in a Parr hydrogenator. The resultant colorless solution was filtered and concentrated under reduced pressure (15 torr). The residue was then dried under high vacuum (0.02 torr) overnight to yield 8.52 g (100%) of 2-amino-3,6-dichlorophenol. Starting materials: O=C([O-])O, Cl, NNC(N)=S, [Na+], Cc1cc(C2OCCO2)ncc1NO. Product: Cc1cc(C=NNC(N)=S)ncc1NO. As a reaction SMILES: [C:21](=[O:22])([OH:23])[O-:24].[ClH:20].[NH2:15][NH:16][C:17](=[S:18])[NH2:19].[Na+:25].[O:1]1[CH:2]([c:6]2[n:7][cH:8][c:9]([NH:13][OH:14])[c:10]([CH3:12])[cH:11]2)[O:5][CH2:4][CH2:3]1>>[CH:2]([c:6]1[n:7][cH:8][c:9]([NH:13][OH:14])[c:10]([CH3:12])[cH:11]1)=[N:15][NH:16][C:17](=[S:18])[NH2:19]. The reactants are BrCCCCCCCCCCBr (1,10-dibromodecane), dibromide, C(#CCCCC)[Li] (hexynyllithium). The solvent is C1CCOC1 (THF), CN(C)P(N(C)C)N(C)C (hexamethylphosphorus triamide). Run at time 8 hour. Yields the product C(#CCCCCCCCCCCCCCC)Br (hexadecynyl bromide). Yield: 34.5%. As a reaction SMILES: Br[CH2:2][CH2:3][CH2:4][CH2:5][CH2:6][CH2:7][CH2:8][CH2:9][CH2:10][CH2:11][Br:12].[C:13]([Li])#[C:14][CH2:15][CH2:16][CH2:17][CH3:18]>C1COCC1.CN(P(N(C)C)N(C)C)C>[C:11]([Br:12])#[C:10][CH2:9][CH2:8][CH2:7][CH2:6][CH2:5][CH2:4][CH2:3][CH2:2][CH2:13][CH2:14][CH2:15][CH2:16][CH2:17][CH3:18]. Procedure details: A 3 liter, 2-necked round bottom flask was equipped with a magnetic stir bar, an inlet valve and a septum. After being purged with an argon atmosphere, the flask was charged with 615 g (2.1 mol) of 1,10-dibromodecane in 350 mL of THF and 125 mL of hexamethylphosphorus triamide. A solution containing about 1 mol of hexynyllithium, prepared as described above, was then added to the solution of dibromide via the septum. The reaction mixture was allowed to stir overnight, then quenched by pouring ov... Starting materials: N1(CCOCC1)C(CC1=CC=C(C=C1)B1OC(C(O1)(C)C)(C)C)=O (1-Morpholin-4-yl-2-[4-(4,4,5,5-tetramethyl-[1,3,2]dioxaborolan-2-yl)-phenyl]-ethanone), BrC=1C=C(C(=NC1)N)C=1N=NN(C1)C(C)C (5-bromo-3-(1-isopropyl-1H-[1,2,3]triazol-4-yl)-pyridin-2-ylamine), C(=O)([O-])[O-].[Cs+].[Cs+] (Cs2CO3), N#N (N2). The reagents and catalysts are C=1C=CC(=CC1)[P](C=2C=CC=CC2)(C=3C=CC=CC3)[Pd]([P](C=4C=CC=CC4)(C=5C=CC=CC5)C=6C=CC=CC6)([P](C=7C=CC=CC7)(C=8C=CC=CC8)C=9C=CC=CC9)[P](C=1C=CC=CC1)(C=1C=CC=CC1)C=1C=CC=CC1 (Pd(PPh3)4). Solvent: O1CCOCC1 (1,4-dioxane), O (water). Reaction conditions: temperature 100 celsius, time 16 hour. Product: NC1=C(C=C(C=N1)C1=CC=C(C=C1)CC(=O)N1CCOCC1)C=1N=NN(C1)C(C)C (2-[4-[6-amino-5-(1-isopropyltriazol-4-yl)-3-pyridyl]phenyl]-1-morpholino-ethanone). Yield: 28.1%. Reaction SMILES: [N:1]1([C:7](=[O:24])[CH2:8][C:9]2[CH:14]=[CH:13][C:12](B3OC(C)(C)C(C)(C)O3)=[CH:11][CH:10]=2)[CH2:6][CH2:5][O:4][CH2:3][CH2:2]1.Br[C:26]1[CH:27]=[C:28]([C:33]2[N:34]=[N:35][N:36]([CH:38]([CH3:40])[CH3:39])[CH:37]=2)[C:29]([NH2:32])=[N:30][CH:31]=1.C([O-])([O-])=O.[Cs+].[Cs+].N#N>O1CCOCC1.C1C=CC([P]([Pd]([P](C2C=CC=CC=2)(C2C=CC=CC=2)C2C=CC=CC=2)([P](C2C=CC=CC=2)(C2C=CC=CC=2)C2C=CC=CC=2)[P](C2C=CC=CC=2)(C2C=CC=CC=2)C2C=CC=CC=2)(C2C=CC=CC=2)C2C=CC=CC=2)=CC=1.O>[NH2:32][C:29]1[N:30]=[CH:31][C:26]([C:12]2[CH:11]=[CH:10][C:9]([CH2:8][C:7]([N:1]3[CH2:2][CH2:3][O:4][CH2:5][CH2:6]3)=[O:24])=[CH:14][CH:13]=2)=[CH:27][C:28]=1[C:33]1[N:34]=[N:35][N:36]([CH:38]([CH3:40])[CH3:39])[CH:37]=1 |f:2.3.4,^1:58,60,79,98|. Procedure details: To a solution of 1-Morpholin-4-yl-2-[4-(4,4,5,5-tetramethyl-[1,3,2]dioxaborolan-2-yl)-phenyl]-ethanone (129 mg, 0.39 mmol) and 5-bromo-3-(1-isopropyl-1H-[1,2,3]triazol-4-yl)-pyridin-2-ylamine (100 mg, 0.35 mmol) in 1,4-dioxane (6.0 mL)/water (4.0 mL) was added Cs2CO3 (284 mg, 0.87 mmol) at room temperature. N2 was purged through the reaction mixture for 10 min. Pd(PPh3)4 (20 mg, 0.017 mmol) was added and through the reaction mixture N2 was purged for 10 min and stirred at 100° C. for 16 h. The r... Reactants: [OH-].[NH4+] (Ammonium hydroxide), 7-toluenesulfonyl chloride, C1=CC(=CC(=C1)Cl)C(=O)OO (mCPBA), CC(CN1C(=NC=2C=NC=3C=C(C=CC3C21)OC2=CC=C(C=C2)[N+](=O)[O-])CCC)C (1-(2-methylpropyl)-7-(4-nitrophenoxy)-2-propyl-1H-imidazo[4,5-c]quinoline). Solvent: C(Cl)(Cl)Cl (chloroform), ClCCl (dichloromethane). Reaction conditions: time 30 minute. Product: CC(CN1C(=NC=2C(=NC=3C=C(C=CC3C21)OC2=CC=C(C=C2)[N+](=O)[O-])N)CCC)C (1-(2-methylpropyl)-7-(4-nitrophenoxy)-2-propyl-1H-imidazo[4,5-c]quinolin-4-amine). RXN SMILES: C1C=C(Cl)C=C(C(OO)=O)C=1.[CH3:12][CH:13]([CH3:41])[CH2:14][N:15]1[C:27]2[C:26]3[CH:25]=[CH:24][C:23]([O:28][C:29]4[CH:34]=[CH:33][C:32]([N+:35]([O-:37])=[O:36])=[CH:31][CH:30]=4)=[CH:22][C:21]=3[N:20]=[CH:19][C:18]=2[N:17]=[C:16]1[CH2:38][CH2:39][CH3:40].[OH-].[NH4+:43]>C(Cl)(Cl)Cl.ClCCl>[CH3:12][CH:13]([CH3:41])[CH2:14][N:15]1[C:27]2[C:26]3[CH:25]=[CH:24][C:23]([O:28][C:29]4[CH:34]=[CH:33][C:32]([N+:35]([O-:37])=[O:36])=[CH:31][CH:30]=4)=[CH:22][C:21]=3[N:20]=[C:19]([NH2:43])[C:18]=2[N:17]=[C:16]1[CH2:38][CH2:39][CH3:40] |f:2.3|. Procedure: Part B of the general methods described for Examples 35-40 was followed using 2.00 g of 1-(2-methylpropyl)-2-propyl-1H-imidazo[4,5-c]quinolin-7-ol to provide 2.33 g of 1-(2-methylpropyl)-7-(4-nitrophenoxy)-2-propyl-1H-imidazo[4,5-c]quinoline as a yellow solid. Parts C and D of the general methods described for Examples 35-40 were replaced by the following procedure. mCPBA (0.853 g, 2.97 mmol) was added in one portion to a solution of 1-(2-methylpropyl)-7-(4-nitrophenoxy)-2-propyl-1H-imidazo[4,5-... Reported procedure: The title compound was prepared from 3-(4-(adamantan-1-yl)phenoxy)propanoic acid (0.2 g, 0.66 mmol) and morpholine (0.058 g, 0.66 mmol) according to the example 1, which was given 3-(4-(adamantan-1-yl)phenoxy)-1-morpholinopropan-1-one as a white solid (0.23 g, 93.4% yield). The yield is 94.3%. Yields the product C12(CC3CC(CC(C1)C3)C2)C2=CC=C(OCCC(=O)N3CCOCC3)C=C2 (3-(4-(adamantan-1-yl)phenoxy)-1-morpholinopropan-1-one). RXN SMILES: [C:1]12([C:11]3[CH:22]=[CH:21][C:14]([O:15][CH2:16][CH2:17][C:18](O)=[O:19])=[CH:13][CH:12]=3)[CH2:10][CH:5]3[CH2:6][CH:7]([CH2:9][CH:3]([CH2:4]3)[CH2:2]1)[CH2:8]2.[NH:23]1[CH2:28][CH2:27][O:26][CH2:25][CH2:24]1>>[C:1]12([C:11]3[CH:22]=[CH:21][C:14]([O:15][CH2:16][CH2:17][C:18]([N:23]4[CH2:28][CH2:27][O:26][CH2:25][CH2:24]4)=[O:19])=[CH:13][CH:12]=3)[CH2:10][CH:5]3[CH2:6][CH:7]([CH2:9][CH:3]([CH2:4]3)[CH2:2]1)[CH2:8]2. Reactants: C12(CC3CC(CC(C1)C3)C2)C2=CC=C(OCCC(=O)O)C=C2 (3-(4-(adamantan-1-yl)phenoxy)propanoic acid), N1CCOCC1 (morpholine).